Dataset: the Open Reaction Database (ORD), a public repository of structured organic reaction records. Task: describe an organic reaction: reactants, conditions, products, and yield Reactants: C(C1=CC=CC=C1)(=O)C=1C=C(C=O)C=CC1 (3-benzoylbenzaldehyde), ClC=1C=C(C=CC1)CCN ((3-chlorophenyl)ethylamine), C(C)(=O)O (acetic acid), C(C)(=O)O[BH-](OC(C)=O)OC(C)=O.[Na+] (sodium triacetoxyborohydride). The solvent is CCOC(=O)C (EtOAc), CO (MeOH), ClC(C)Cl (dichloroethane). Conditions: time 3 hour. Yields the product ClC=1C=C(C=CC1)CCNCC1=CC(=CC=C1)C(C1=CC=CC=C1)=O (N-(2-(3-Chlorophenyl)ethyl)-3-benzoylbenzylamine). RXN SMILES: [C:1]([C:9]1[CH:10]=[C:11]([CH:14]=[CH:15][CH:16]=1)[CH:12]=O)(=[O:8])[C:2]1[CH:7]=[CH:6][CH:5]=[CH:4][CH:3]=1.[Cl:17][C:18]1[CH:19]=[C:20]([CH2:24][CH2:25][NH2:26])[CH:21]=[CH:22][CH:23]=1.C(O)(=O)C.C(O[BH-](OC(=O)C)OC(=O)C)(=O)C.[Na+]>CO.ClC(Cl)C.CCOC(C)=O>[Cl:17][C:18]1[CH:19]=[C:20]([CH2:24][CH2:25][NH:26][CH2:12][C:11]2[CH:14]=[CH:15][CH:16]=[C:9]([C:1](=[O:8])[C:2]3[CH:7]=[CH:6][CH:5]=[CH:4][CH:3]=3)[CH:10]=2)[CH:21]=[CH:22][CH:23]=1 |f:3.4|. Procedure details: Combine 3-benzoylbenzaldehyde (0.45 g, 2.1 mmol), and (3-chlorophenyl)ethylamine (0.3 ml, 2.1 mmol) and 3 Å molecular sieves (1.0 g) in MeOH (30 ml). Heat to reflux. After 3 hours, cool, filter, and concentrate to give a residue. Dissolve the residue in dichloroethane (20 ml), add acetic acid (0.12 ml, 2.1 mmol) and sodium triacetoxyborohydride (0.6 g, 2.94 mmol) and stir at ambient temperature. After 2 hours, concentrate the reaction mixture and add dichloromethane (90 ml) and extract sequentia... RXN SMILES: [Br:34][CH2:35][C:36](=[O:37])[O:38][CH2:39][CH3:40].[CH3:41][N:42]([CH3:43])[CH:44]=[O:45].[H-:1].[Na+:2].[OH:3][c:4]1[c:5]([CH:12]2[CH2:13][CH:14]([c:25]3[cH:26][c:27]4[c:28]([cH:29][cH:30]3)[O:31][CH2:32][O:33]4)[c:15]3[cH:16][cH:17][c:18]([O:21][CH2:22][CH2:23][CH3:24])[cH:19][c:20]32)[cH:6][cH:7][c:8]([O:10][CH3:11])[cH:9]1>>[O:3]([c:4]1[c:5]([CH:12]2[CH2:13][CH:14]([c:25]3[cH:26][c:27]4[c:28]([cH:29][cH:30]3)[O:31][CH2:32][O:33]4)[c:15]3[cH:16][cH:17][c:18]([O:21][CH2:22][CH2:23][CH3:24])[cH:19][c:20]32)[cH:6][cH:7][c:8]([O:10][CH3:11])[cH:9]1)[CH2:35][C:36](=[O:37])[O:38][CH2:39][CH3:40]. Product: CCCOc1ccc2c(c1)C(c1ccc(OC)cc1OCC(=O)OCC)CC2c1ccc2c(c1)OCO2. The reactants are CCOC(=O)CBr, CN(C)C=O, [H-], [Na+], CCCOc1ccc2c(c1)C(c1ccc(OC)cc1O)CC2c1ccc2c(c1)OCO2. Reactants: Cl (HCl), C(C)N(C(=O)C1CN(CCC1)CC1=NC(=CC=C1)NC(=O)NC=1N=C(SC1)C1=CC=NC=C1)CC (N,N-Diethyl 1-{6-[3-(2-pyridin-4-yl-thiazol-4-yl)-ureido]pyridin-2-ylmethyl}piperidine-3-carboxamide), CO (MeOH). Solvent: CCOCC (Et2O). Product: Cl.C(C)N(C(=O)C1CN(CCC1)CC1=NC(=CC=C1)NC(=O)NC=1N=C(SC1)C1=CC=NC=C1)CC (N,N-Diethyl 1-{6-[3-(2-pyridin-4-yl-thiazol-4-yl)-ureido]pyridin-2-ylmethyl}piperidine-3-carboxamide Hydrochloride). RXN SMILES: [ClH:1].[CH2:2]([N:4]([CH2:35][CH3:36])[C:5]([CH:7]1[CH2:12][CH2:11][CH2:10][N:9]([CH2:13][C:14]2[CH:19]=[CH:18][CH:17]=[C:16]([NH:20][C:21]([NH:23][C:24]3[N:25]=[C:26]([C:29]4[CH:34]=[CH:33][N:32]=[CH:31][CH:30]=4)[S:27][CH:28]=3)=[O:22])[N:15]=2)[CH2:8]1)=[O:6])[CH3:3].CO>CCOCC>[ClH:1].[CH2:35]([N:4]([CH2:2][CH3:3])[C:5]([CH:7]1[CH2:12][CH2:11][CH2:10][N:9]([CH2:13][C:14]2[CH:19]=[CH:18][CH:17]=[C:16]([NH:20][C:21]([NH:23][C:24]3[N:25]=[C:26]([C:29]4[CH:30]=[CH:31][N:32]=[CH:33][CH:34]=4)[S:27][CH:28]=3)=[O:22])[N:15]=2)[CH2:8]1)=[O:6])[CH3:36] |f:4.5|. Procedure details: HCl (0.15 mL, 0.156 mmol, 1.0 M soln in Et2O) was added to N,N-diethyl 1-{6-[3-(2-pyridin-4-yl-thiazol-4-yl)-ureido]pyridin-2-ylmethyl]piperidine-3-carboxamide (70 mg, 0.142 mmol, Example 75) in a solution of MeOH (3 mL) to give a pale yellow solid. Reactants: CC(C)(C)C(=O)Nc1nc2c(c(NC(=O)C(C)(C)C)n1)CC(=O)CC2, CCO, Oc1cc(Cl)cc(Cl)c1, NOc1cc(Cl)cc(Cl)c1, NOc1ccc([N+](=O)[O-])cc1[N+](=O)[O-], Oc1ccccc1, NOc1ccccc1. Product: CC(C)(C)C(=O)Nc1nc2c(c(NC(=O)C(C)(C)C)n1)CC(=NOc1ccccc1)CC2. Reaction SMILES: [CH3:49][C:50]([CH3:51])([CH3:52])[C:53](=[O:54])[NH:55][c:56]1[n:57][c:58]2[c:63]([c:64]([NH:66][C:67](=[O:68])[C:69]([CH3:70])([CH3:71])[CH3:72])[n:65]1)[CH2:62][C:61](=[O:73])[CH2:60][CH2:59]2.[CH3:74][CH2:75][OH:76].[Cl:16][c:17]1[cH:18][c:19]([OH:20])[cH:21][c:22]([Cl:23])[cH:24]1.[Cl:39][c:40]1[cH:41][c:42]([O:43][NH2:44])[cH:45][c:46]([Cl:47])[cH:48]1.[N+:25]([c:26]1[cH:27][c:28]([N+:29]([O-:30])=[O:31])[cH:32][cH:33][c:34]1[O:35][NH2:36])([O-:37])=[O:38].[OH:9][c:10]1[cH:11][cH:12][cH:13][cH:14][cH:15]1.[c:1]1([O:7][NH2:8])[cH:2][cH:3][cH:4][cH:5][cH:6]1>>[c:1]1([O:7][N:8]=[C:61]2[CH2:60][CH2:59][c:58]3[n:57][c:56]([NH:55][C:53]([C:50]([CH3:49])([CH3:51])[CH3:52])=[O:54])[n:65][c:64]([NH:66][C:67](=[O:68])[C:69]([CH3:70])([CH3:71])[CH3:72])[c:63]3[CH2:62]2)[cH:2][cH:3][cH:4][cH:5][cH:6]1. RXN SMILES: BrCC1C=CC=CC=1/C(=C\OC)/C(OC)=O.[OH-].[Na+].[OH-].[K+].CC1C=CC=CC=1CC([O-])=O.[CH3:32][O:33]/[N:34]=[C:35](\[C:40]1[CH:45]=[CH:44][CH:43]=[CH:42][C:41]=1[CH2:46][Br:47])/[C:36]([O:38][CH3:39])=[O:37].[CH3:48][O:49][N:50]=[C:51]([C:56]1[CH:61]=[CH:60][CH:59]=[CH:58][C:57]=1[CH2:62]Br)[C:52]([O:54][CH3:55])=[O:53].CC1C=CC=CC=1CC(OC)=O>C(C(C)=O)C.CC(C)=O>[CH3:32][O:33][N:34]=[C:35]([C:40]1[CH:45]=[CH:44][CH:43]=[CH:42][C:41]=1[CH2:46][Br:47])[C:36]([O:38][CH3:39])=[O:37].[CH3:48][O:49][N:50]=[C:51]([C:56]1[CH:61]=[CH:60][CH:59]=[CH:58][C:57]=1[CH3:62])[C:52]([O:54][CH3:55])=[O:53] |f:1.2,3.4|. Procedure details: Compounds of formula IV (X is CH) are prepared in an analogous manner by alkylation with methyl E-α-(2-bromomethylphenyl)-β-methoxyacrylate in the presence of a base, preferably NaOH or KOH, in a solvent, preferably acetone or methyl ethyl ketone. Methyl E-α-(2-bromomethylphenyl)-β-methoxyacrylate, as a single E isomer, can be prepared in two steps from 2-methylphenylacetate as described previously in U.S. Pat. No. 4,914,128. Compounds of formula V (X═N) are prepared by the reaction with methyl ... The reactants are CO\N=C(\C(=O)OC)/C1=C(C=CC=C1)CBr (methyl E-2-(bromomethyl)-phenyl-glyoxylate O-methyloxime), [OH-].[Na+] (NaOH), [OH-].[K+] (KOH), CC1=C(C=CC=C1)CC(=O)OC (methyl 2-methylphenyl-acetate), alkyl nitrite, BrCC1=C(C=CC=C1)/C(/C(=O)OC)=C\OC (methyl E-α-(2-bromomethylphenyl)-β-methoxyacrylate), [OH-].[Na+] (NaOH), [OH-].[K+] (KOH), CON=C(C(=O)OC)C1=C(C=CC=C1)CBr (Methyl 2-(bromomethyl)-phenylglyoxylate O-methyloxime), BrCC1=C(C=CC=C1)/C(/C(=O)OC)=C\OC (Methyl E-α-(2-bromomethylphenyl)-β-methoxyacrylate), CC1=C(C=CC=C1)CC(=O)[O-] (2-methylphenylacetate). Solvent: C(C)C(=O)C (methyl ethyl ketone), CC(=O)C (acetone), C(C)C(=O)C (methyl ethyl ketone), CC(=O)C (acetone). The product is formula IV, CON=C(C(=O)OC)C1=C(C=CC=C1)CBr (Methyl 2-(bromomethyl)-phenylglyoxylate O-methyl-oxime), CON=C(C(=O)OC)C1=C(C=CC=C1)C (methyl 2-methyl-phenyl-glyoxalate O-methyl oxime).